From a dataset of the Open Reaction Database (ORD), a public repository of structured organic reaction records. describe an organic reaction: reactants, conditions, products, and yield Run in CO (MeOH). Starting materials: C(=O)(O)[O-].[Na+] (NaHCO3), COC1=CC=2CC[C@H]3[C@@H]4[C@H](C[C@@H]([C@@]4(C)CC[C@@H]3C2C=C1)OCOC)C (3-Methoxy-17β-methoxymethoxy-15α-methylestra-1,3,5(10)-triene), Cl (HCl), Cl (HCl). Reaction conditions: temperature 60 celsius, time 1 hour. As a reaction SMILES: [CH3:1][O:2][C:3]1[CH:20]=[CH:19][C:18]2[C@@H:17]3[C@H:8]([C@H:9]4[C@@:13]([CH2:15][CH2:16]3)([CH3:14])[C@@H:12]([O:21]COC)[CH2:11][C@@H:10]4[CH3:25])[CH2:7][CH2:6][C:5]=2[CH:4]=1.Cl.C([O-])(O)=O.[Na+]>CO>[CH3:1][O:2][C:3]1[CH:20]=[CH:19][C:18]2[C@@H:17]3[C@H:8]([C@H:9]4[C@@:13]([CH2:15][CH2:16]3)([CH3:14])[C@@H:12]([OH:21])[CH2:11][C@@H:10]4[CH3:25])[CH2:7][CH2:6][C:5]=2[CH:4]=1 |f:2.3|. Product: COC1=CC=2CC[C@H]3[C@@H]4[C@H](C[C@@H]([C@@]4(C)CC[C@@H]3C2C=C1)O)C (3-methoxy-15α-methyl-1,3,5(10)-estratriene-17β-ol). Reported procedure: A solution of 9 mg (0.026 mmol) of 59, 5 μL of concentrated HCl, in MeOH (2 mL) was stirred at rt for 15 min then heated at 60° C. for 30 min. Another 25 mL of concentrated HCl was added and the reaction was stirred at 60° C. for 1 h. The reaction mixture was poured into saturated aqueous NaHCO3 (5 mL) and extracted with EtOAc (3×, 5 mL). Combined organic extracts were dried over Na2SO4 and concentrated in vacuo giving a clear yellow oil. Purification by flash chromatography on 2×17 cm column of... The yield is 93.5%. The reactants are CN, CO, O=C(Nc1nc2cc(C(F)(F)F)cc(Cl)n2n1)c1cccnc1. Yields the product CNc1cc(C(F)(F)F)cc2nc(NC(=O)c3cccnc3)nn12. Reaction SMILES: [CH3:24][NH2:25].[CH3:26][OH:27].[Cl:1][c:2]1[cH:3][c:4]([C:20]([F:21])([F:22])[F:23])[cH:5][c:6]2[n:7]1[n:8][c:9]([NH:11][C:12]([c:13]1[cH:14][n:15][cH:16][cH:17][cH:18]1)=[O:19])[n:10]2>>[c:2]1([NH:25][CH3:24])[cH:3][c:4]([C:20]([F:21])([F:22])[F:23])[cH:5][c:6]2[n:7]1[n:8][c:9]([NH:11][C:12]([c:13]1[cH:14][n:15][cH:16][cH:17][cH:18]1)=[O:19])[n:10]2. Reactants: Cl.COC[C@@H]1CC[C@H](CC1)N (trans-4-methoxymethyl-cyclohexylamine hydrochloride), C1(CCCCC1)=O (cyclohexanone), CO (methanol), C(#N)[BH3-].[Na+] (sodium cyanoborohydride). Run in C1CCOC1 (THF). Run at time 8 hour. The product is C1(CCCCC1)N[C@@H]1CC[C@H](CC1)COC (cyclohexyl-(trans-4-methoxymethyl-cyclohexyl)-amine). Isolated yield 33.0%. RXN SMILES: Cl.[CH3:2][O:3][CH2:4][C@H:5]1[CH2:10][CH2:9][C@H:8]([NH2:11])[CH2:7][CH2:6]1.[C:12]1(=O)[CH2:17][CH2:16][CH2:15][CH2:14][CH2:13]1.CO.C([BH3-])#N.[Na+]>C1COCC1>[CH:12]1([NH:11][C@H:8]2[CH2:9][CH2:10][C@H:5]([CH2:4][O:3][CH3:2])[CH2:6][CH2:7]2)[CH2:17][CH2:16][CH2:15][CH2:14][CH2:13]1 |f:0.1,4.5|. Procedure: To a mixture of trans-4-methoxymethyl-cyclohexylamine hydrochloride (0.7 g), cyclohexanone (0.4 g), diisoropylethylamine (0.5 g) and molecular sieves (3 g) in THF (5 mL) and methanol (5 mL) was added sodium cyanoborohydride (0.49 g) and the mixture stirred overnight at room temperature. Insoluble material was removed by filtration and the crude product purified by flash chromatography to give cyclohexyl-(trans-4-methoxymethyl-cyclohexyl)-amine (0.29 g). Starting materials: ClC=1C=C2C(=NC1)C=CC1=C(C2O)C=C(C=C1)C(C(F)F)O (3-chloro-7-(2,2-difluoro-1-hydroxyethyl)-5H-benzo[4,5]cyclohepta[1,2-b]pyridin-5-ol). Conditions: time 8 hour. Procedure details: Manganese dioxide (0.16 g, 1.9 mmol) was added to a solution of 3-chloro-7-(2,2-difluoro-1-hydroxyethyl)-5H-benzo[4,5]cyclohepta[1,2-b]pyridin-5-ol (60 mg, 0.19 mmol) in ethyl acetate (2 mL) and the mixture was stirred at room temperature for 8 hours. The slurry was then filtered through celite, eluting with ethyl acetate. The filtrate was concentrated in vacuo, and purified via flash chromatography (silica, 0-50% ethyl acetate/hexanes) to afford the title compound. 1H NMR (600 MHz, CD3OD) δ 8.7... The reagents and catalysts are [O-2].[O-2].[Mn+4] (Manganese dioxide). As a reaction SMILES: [Cl:1][C:2]1[CH:3]=[C:4]2[CH:12]([OH:13])[C:11]3[CH:14]=[C:15]([CH:18]([OH:22])[CH:19]([F:21])[F:20])[CH:16]=[CH:17][C:10]=3[CH:9]=[CH:8][C:5]2=[N:6][CH:7]=1>C(OCC)(=O)C.[O-2].[O-2].[Mn+4]>[Cl:1][C:2]1[CH:3]=[C:4]2[C:12](=[O:13])[C:11]3[CH:14]=[C:15]([CH:18]([OH:22])[CH:19]([F:20])[F:21])[CH:16]=[CH:17][C:10]=3[CH:9]=[CH:8][C:5]2=[N:6][CH:7]=1 |f:2.3.4|. Solvent: C(C)(=O)OCC (ethyl acetate). The product is ClC=1C=C2C(=NC1)C=CC1=C(C2=O)C=C(C=C1)C(C(F)F)O (3-chloro-7-(2,2-difluoro-1-hydroxyethyl)-5H-benzo[4,5]cyclohepta[1,2-b]pyridin-5-one).